The task is: describe an organic reaction: reactants, conditions, products, and yield. This data is from the Open Reaction Database (ORD), a public repository of structured organic reaction records. Product: ClC1=C(C(=O)OC)C=CC(=C1C=C[N+](=O)[O-])C=S(=O)=O (Methyl 2-Chloro-3-(2-nitroethenyl)-4-sulfonylmethylbenzoate). RXN SMILES: [Cl:1][C:2]1[C:11]([CH:12]=O)=[C:10]([CH:14]=[S:15](=[O:17])=[O:16])[CH:9]=[CH:8][C:3]=1[C:4]([O:6][CH3:7])=[O:5].[N+:18]([CH3:21])([O-:20])=[O:19].C(O)(=O)C.C([O-])(=O)C.[NH4+]>O>[Cl:1][C:2]1[C:11]([CH:12]=[CH:21][N+:18]([O-:20])=[O:19])=[C:10]([CH:14]=[S:15](=[O:17])=[O:16])[CH:9]=[CH:8][C:3]=1[C:4]([O:6][CH3:7])=[O:5] |f:3.4|. Procedure: With the exclusion of atmospheric moisture, 50 g (0.18 mol) of methyl 2-chloro-3-formyl-4-sulfonylmethylbenzoate, 220 g (3.6 mol) of nitromethane, 216 g (3.6 mol) acetic acid and 7 g (91 mmol) of ammonium acetate are stirred at 85° C. The reaction mixture is poured into 2 l of distilled water and extracted with diethyl ether. The organic phase is washed with saturated aqueous sodium bicarbonate solution, dried with sodium sulfate, filtered and freed from the solvent under reduced pressure. The c... Solvent: O (water). Starting materials: ClC1=C(C(=O)OC)C=CC(=C1C=O)C=S(=O)=O (methyl 2-chloro-3-formyl-4-sulfonylmethylbenzoate), [N+](=O)([O-])C (nitromethane), C(C)(=O)O (acetic acid), C(C)(=O)[O-].[NH4+] (ammonium acetate).